This data is from the Open Reaction Database (ORD), a public repository of structured organic reaction records. The task is: describe an organic reaction: reactants, conditions, products, and yield The reactants are OCC1(COC2=C(O1)C=CC=C2)C (2-hydroxymethyl-2-methyl-1,4-benzodioxan), [OH-].[Na+] (sodium hydroxide), [Mn](=O)(=O)(=O)[O-].[K+] (potassium permanganate), OC1(COC2=C(OC1)C=CC=C2)C (3-hydroxy-3-methyl-2H-1,5-benzodioxepine), Heterocyclic. The solvent is O (water). The product is CC1(COC2=C(O1)C=CC=C2)C(=O)O (2-Methyl-1,4-benzodioxan-2-carboxylic acid). Reaction SMILES: [OH:1][CH2:2][C:3]1([CH3:13])[O:8][C:7]2[CH:9]=[CH:10][CH:11]=[CH:12][C:6]=2[O:5][CH2:4]1.[OH:14]C1(C)COC2C=CC=CC=2OC1.[OH-].[Na+].[Mn]([O-])(=O)(=O)=O.[K+]>O>[CH3:13][C:3]1([C:2]([OH:14])=[O:1])[O:8][C:7]2[CH:9]=[CH:10][CH:11]=[CH:12][C:6]=2[O:5][CH2:4]1 |f:2.3,4.5|. Reported procedure: A mixture (23.7 g) of 2-hydroxymethyl-2-methyl-1,4-benzodioxan and 3-hydroxy-3-methyl-2H-1,5-benzodioxepine (~3:1 ratio; prepared according to the method of A. Salimbeni, E. Manghisi, J. Heterocyclic Chem., 17, 489, 1980) was stirred with 1 N aqueous sodium hydroxide solution (135 ml) and cooled to 0°-10°. A solution of potassium permanganate (42 g) in water (165 ml) was added slowly so that the temperature was maintained below 10°. After 48 hours at room temperature the mixture was filtered and... Starting materials: COC(C(C#N)=CC1CCCCC1)OC (2-(Dimethoxymethyl)-3-cyclohexylacrylonitrile), Example 3. Solvent: Cl (HCl). Reaction conditions: time 8 hour. Product: C(#N)C(C=O)=CC1CCCCC1 (2-Cyano-3-cyclohexylpropenal). Isolated yield 76.0%. As a reaction SMILES: C[O:2][CH:3](OC)[C:4](=[CH:7][CH:8]1[CH2:13][CH2:12][CH2:11][CH2:10][CH2:9]1)[C:5]#[N:6]>Cl>[C:5]([C:4](=[CH:7][CH:8]1[CH2:13][CH2:12][CH2:11][CH2:10][CH2:9]1)[CH:3]=[O:2])#[N:6]. Procedure details: 2-(Dimethoxymethyl)-3-cyclohexylacrylonitrile, obtained from Example 3 (4.18 g, 0.02 mol) and 6N HCl (50 mL) were stirred together overnight at room temperature. The product was extracted with ethyl acetate (200 mL), the extract was dried) (MgSO4) and the ethyl acetate was evaporated in vacuo to give a 2.5 g (76%) of a brown oil which was used directly. A sample was distilled in a kugelrohr apparatus to give a pale yellow oil from which an analytical 2,4-dinitrophenyl hydrazone derivative was ob...